From a dataset of the Open Reaction Database (ORD), a public repository of structured organic reaction records. describe an organic reaction: reactants, conditions, products, and yield Reactants: C1(=CC=CC=C1)C(CCOC(CC(=O)C)=O)C1=CC=CC=C1 (acetoacetic acid 3,3-diphenylpropyl ester), C(#N)CCOC(\C=C(\C)/N)=O (3-aminocrotonate 2-cyanoethyl ester), ClC=1C=C(C=O)C=CC1 (3-chlorobenzaldehyde). Run in CC(C)O (2-propanol). The product is C1(=CC=CC=C1)C(CCOC(=O)C=1C(C(=C(NC1C)C)C(=O)OCCC#N)C1=CC(=CC=C1)Cl)C1=CC=CC=C1 (4-(3-chlorophenyl)-2,6-dimethyl-1,4-dihydropyridine-3,5-dicarboxylic acid 3-(2-cyanoethyl) ester 5-(3,3-diphenylpropyl) ester). Reaction SMILES: [C:1]1([CH:7]([C:17]2[CH:22]=[CH:21][CH:20]=[CH:19][CH:18]=2)[CH2:8][CH2:9][O:10][C:11](=[O:16])[CH2:12][C:13]([CH3:15])=O)[CH:6]=[CH:5][CH:4]=[CH:3][CH:2]=1.[C:23]([CH2:25][CH2:26][O:27][C:28](=[O:33])/[CH:29]=[C:30](\[NH2:32])/[CH3:31])#[N:24].[Cl:34][C:35]1[CH:36]=[C:37]([CH:40]=[CH:41][CH:42]=1)[CH:38]=O>CC(O)C>[C:1]1([CH:7]([C:17]2[CH:22]=[CH:21][CH:20]=[CH:19][CH:18]=2)[CH2:8][CH2:9][O:10][C:11]([C:12]2[CH:38]([C:37]3[CH:40]=[CH:41][CH:42]=[C:35]([Cl:34])[CH:36]=3)[C:29]([C:28]([O:27][CH2:26][CH2:25][C:23]#[N:24])=[O:33])=[C:30]([CH3:31])[NH:32][C:13]=2[CH3:15])=[O:16])[CH:6]=[CH:5][CH:4]=[CH:3][CH:2]=1. Procedure: 747 mg (2.52 mmol) of acetoacetic acid 3,3-diphenylpropyl ester, 389 mg (2.52 mmol) of 3-aminocrotonate 2-cyanoethyl ester and 0.285 ml (2.52 mmol) of 3-chlorobenzaldehyde were heated and stirred at 80° C. for two nights in 20 ml of 2-propanol. After 2-propanol was evaporated under reduced pressure, the residue was purified by the silica gel chromatography (hexane/ethyl acetate=2/1) to obtain the title compound. The reactants are ClC=1C=C(C=C(C1OCCCCl)Cl)C=1N=C(SC1)C1=CC=CC=C1 (4-[3,5-dichloro-4-(chloropropoxy)phenyl]-2-phenylthiazole), N1C=NC=C1 (imidazole). Yields the product free base, ClC=1C=C(C=C(C1OCCCN1C=NC=C1)Cl)C=1N=C(SC1)C1=CC=CC=C1 (4-[3,5-Dichloro-4-(1H-imidazol-1-yl)propoxyphenyl]-2-phenylthiazole). Yield: 40.0%. As a reaction SMILES: [Cl:1][C:2]1[CH:3]=[C:4]([C:14]2[N:15]=[C:16]([C:19]3[CH:24]=[CH:23][CH:22]=[CH:21][CH:20]=3)[S:17][CH:18]=2)[CH:5]=[C:6]([Cl:13])[C:7]=1[O:8][CH2:9][CH2:10][CH2:11]Cl.[NH:25]1[CH:29]=[CH:28][N:27]=[CH:26]1>>[Cl:1][C:2]1[CH:3]=[C:4]([C:14]2[N:15]=[C:16]([C:19]3[CH:20]=[CH:21][CH:22]=[CH:23][CH:24]=3)[S:17][CH:18]=2)[CH:5]=[C:6]([Cl:13])[C:7]=1[O:8][CH2:9][CH2:10][CH2:11][N:25]1[CH:29]=[CH:28][N:27]=[CH:26]1. Reported procedure: The title compound was prepared as described in Example 22 using 4-[3,5-dichloro-4-(chloropropoxy)phenyl]-2-phenylthiazole (4.2 g, 11 mmol) and imidazole (2.2 g, 33 mmol) in place of dibutylamine to give 1.9 g (40% yield) of the free base of the title compound which was converted to the HCl salt, mp 204°-207° C. IR(KBr): 3400, 2540 cm-1, MS: 430(MH+). 1H NMR (CD3OD): δ9.08 (brs, 1H), 8.03-7.48 (m, 10H), 4.65 (t, J=5.0 Hz, 2H), 4.12 (t, J=4.5 Hz, 2H), 2.50 (m, 2H). Reactants: IC1=NNC2=C1N=CN=C2N (3-iodo-1H-pyrazolo[4,3-d]pyrimidin-7-amine), FC1=CC(=C(C=C1)[N+](=O)[O-])OC (4-fluoro-2-methoxy-1-nitrobenzene), [H-].[Na+] (sodium hydride), oil. Run in CN(C=O)C (N,N-dimethylformamide). Reaction conditions: temperature 85 celsius. Product: IC1=NN(C2=C1N=CN=C2N)C2=CC(=C(C=C2)[N+](=O)[O-])OC (3-Iodo-1-(3-methoxy-4-nitrophenyl)-1H-pyrazolo[4,3-d]pyrimidin-7-amine). The yield is 51.2%. Reaction SMILES: [I:1][C:2]1[C:6]2[N:7]=[CH:8][N:9]=[C:10]([NH2:11])[C:5]=2[NH:4][N:3]=1.F[C:13]1[CH:18]=[CH:17][C:16]([N+:19]([O-:21])=[O:20])=[C:15]([O:22][CH3:23])[CH:14]=1.[H-].[Na+]>CN(C)C=O>[I:1][C:2]1[C:6]2[N:7]=[CH:8][N:9]=[C:10]([NH2:11])[C:5]=2[N:4]([C:13]2[CH:18]=[CH:17][C:16]([N+:19]([O-:21])=[O:20])=[C:15]([O:22][CH3:23])[CH:14]=2)[N:3]=1 |f:2.3|. Reported procedure: A mixture of 3-iodo-1H-pyrazolo[4,3-d]pyrimidin-7-amine (500 mg, 1.92 mmol) and 4-fluoro-2-methoxy-1-nitrobenzene (360 mg, 2.11 mmol) in N,N-dimethylformamide (5 mL) was treated with 60% sodium hydride in oil (92 mg, 2.30 mmol) then heated in an 85° C. oil bath for 17 hours. The solvent was removed by evaporation under reduced pressure then the residue was dissolved in a minimum of hot N,N-dimethylformamide and applied to a silica gel column and eluted with ethyl acetate to provide the title com... Reactants: [N+](=O)(O)[O-].CC1=CC(=NC=C1)C1=CC=CC=C1 (4-Methyl-2-phenylpyridine nitrate), CC1=CC(=NC=C1)C1=CC=CC=C1 (4-methyl-2-phenylpyridine), [N+](=O)(O)[O-] (nitric acid), S(O)(O)(=O)=O (sulfuric acid), N (ammonia). The solvent is ice water. Yields the product CC1=CC(=NC=C1)C1=CC=C(C=C1)[N+](=O)[O-] (4-methyl-2-(4-nitrophenyl)pyridine). RXN SMILES: [N+:1]([O-:4])(O)=[O:2].[CH3:5][C:6]1[CH:11]=[CH:10][N:9]=[C:8]([C:12]2[CH:17]=[CH:16][CH:15]=[CH:14][CH:13]=2)[CH:7]=1.CC1C=CN=C(C2C=CC=CC=2)C=1.[N+]([O-])(O)=O.S(=O)(=O)(O)O.N>>[CH3:5][C:6]1[CH:11]=[CH:10][N:9]=[C:8]([C:12]2[CH:13]=[CH:14][C:15]([N+:1]([O-:4])=[O:2])=[CH:16][CH:17]=2)[CH:7]=1 |f:0.1|. Procedure: 4-Methyl-2-phenylpyridine nitrate prepared from 4-methyl-2-phenylpyridine (26.3 g) and 69% nitric acid (15 ml) is added under cooling to conc. sulfuric acid (95 ml), and the mixture is heated with agitation at 90°-100° C. for 30 minutes. After cooling, ice water (300 ml) is added to the reaction mixture, and the mixture is adjusted to pH 3.5 with conc. aqueous ammonia. The crystals precipitated from the hot solution are collected by filtration and recrystallized from ethanol to give 4-methyl-2-(... The reactants are ClC=1C=C(C=CC1Cl)NC(=O)C=1C(=NC(=CC1)Cl)NCC1=CC=NC=C1 (N-(3,4-dichlorophenyl){6-chloro-2-[(4-pyridylmethyl)amino](3-pyridyl)}carboxamide), N1(CCOCC1)CCN (2-morpholin-4-ylethylamine). Reaction conditions: temperature 80 celsius, time 20 hour. The product is ClC=1C=C(C=CC1Cl)NC(=O)C=1C(=NC(=CC1)NCCN1CCOCC1)NCC1=CC=NC=C1 (N-(3,4-dichlorophenyl){6-[(2-morpholin-4-ylethyl)amino]-2-[(4-pyridylmethyl)-amino](3-pyridyl)}carboxamide). Reaction SMILES: [Cl:1][C:2]1[CH:3]=[C:4]([NH:9][C:10]([C:12]2[C:13]([NH:19][CH2:20][C:21]3[CH:26]=[CH:25][N:24]=[CH:23][CH:22]=3)=[N:14][C:15](Cl)=[CH:16][CH:17]=2)=[O:11])[CH:5]=[CH:6][C:7]=1[Cl:8].[N:27]1([CH2:33][CH2:34][NH2:35])[CH2:32][CH2:31][O:30][CH2:29][CH2:28]1>>[Cl:1][C:2]1[CH:3]=[C:4]([NH:9][C:10]([C:12]2[C:13]([NH:19][CH2:20][C:21]3[CH:26]=[CH:25][N:24]=[CH:23][CH:22]=3)=[N:14][C:15]([NH:35][CH2:34][CH2:33][N:27]3[CH2:32][CH2:31][O:30][CH2:29][CH2:28]3)=[CH:16][CH:17]=2)=[O:11])[CH:5]=[CH:6][C:7]=1[Cl:8]. Procedure details: A mixture of N-(3,4-dichlorophenyl){6-chloro-2-[(4-pyridylmethyl)amino](3-pyridyl)}carboxamide (18 mg, 0.044 mmol, made from 2,6-dichloronicotinic acid) and 2-morpholin-4-ylethylamine (300 μL) was stirred at 80° C. for 20 h. The reaction mixture was purified on silica gel chromatography to yield N-(3,4-dichlorophenyl){6-[(2-morpholin-4-ylethyl)amino]-2-[(4-pyridylmethyl)-amino](3-pyridyl)}carboxamide. MS (ES+): 501 (M+H)+; (ES−): 499 (M−H)−. Calc'd for C24H26Cl2N6O2 500.15. Reactants: O=C1CCC(=O)N1Br, ClC(Cl)(Cl)Cl, OCCc1ccsc1. The product is OCCc1ccsc1Br. Reaction SMILES: [Br:9][N:10]1[C:11](=[O:12])[CH2:13][CH2:14][C:15]1=[O:16].[C:17]([Cl:18])([Cl:19])([Cl:20])[Cl:21].[s:1]1[cH:2][c:3]([CH2:6][CH2:7][OH:8])[cH:4][cH:5]1>>[s:1]1[c:2]([Br:9])[c:3]([CH2:6][CH2:7][OH:8])[cH:4][cH:5]1. Starting materials: Cl (HCl), CN1CCOCC1 (N-methylmorpholine), N1C=CC2=CC(=CC=C12)CN (1H-indol-5-ylmethylamine), C(C(C)C)N1[C@H](CCC1)CNC=1C(N(C(=CN1)C)CC(=O)O)=O (2-[3-({[(2R)-1-isobutylpyrrolidinyl]methyl}amino)-6-methyl-2-oxo-1(2H)-pyrazinyl]acetic acid), C=1C=CC2=C(C1)N=NN2O (HOBT). The solvent is CN(C=O)C (N,N-dimethylformamide). Reaction conditions: time 8 hour. Yields the product N (ammonia), N1C=CC2=CC(=CC=C12)CNC(CN1C(C(=NC=C1C)NC[C@@H]1N(CCC1)CC(C)C)=O)=O (N-(1H-Indol-5-ylmethyl)-2-[3-({[(2R)-1-isobutylpyrrolidinyl]methyl}amino)-6-methyl-2-oxo-1(2H)-pyrazinyl]acetamide). Isolated yield 29.6%. RXN SMILES: C1C=CC2N(O)N=[N:7]C=2C=1.Cl.CN1CCOCC1.[NH:19]1[C:27]2[C:22](=[CH:23][C:24]([CH2:28][NH2:29])=[CH:25][CH:26]=2)[CH:21]=[CH:20]1.[CH2:30]([N:34]1[CH2:38][CH2:37][CH2:36][C@@H:35]1[CH2:39][NH:40][C:41]1[C:42](=[O:52])[N:43]([CH2:48][C:49](O)=[O:50])[C:44]([CH3:47])=[CH:45][N:46]=1)[CH:31]([CH3:33])[CH3:32]>CN(C)C=O>[NH3:7].[NH:19]1[C:27]2[C:22](=[CH:23][C:24]([CH2:28][NH:29][C:49](=[O:50])[CH2:48][N:43]3[C:44]([CH3:47])=[CH:45][N:46]=[C:41]([NH:40][CH2:39][C@H:35]4[CH2:36][CH2:37][CH2:38][N:34]4[CH2:30][CH:31]([CH3:32])[CH3:33])[C:42]3=[O:52])=[CH:25][CH:26]=2)[CH:21]=[CH:20]1. Reported procedure: HOBT (24 mg, 0.18 mmol), WSCDI.HCl (29 mg, 0.15 mmol), N-methylmorpholine (39 ml, 0.36 mmol) and 1H-indol-5-ylmethylamine (preparation 8) (19 mg, 0.13 mmol) were added to a solution of 2-[3-({[(2R)-1-isobutylpyrrolidinyl]methyl}amino)-6-methyl-2-oxo-1(2H)-pyrazinyl]acetic acid (preparation 62) (38 mg, 0.12 mmol) in N,N-dimethylformamide (2 ml), and the reaction was stirred at room temperature overnight. The mixture was evaporated under reduced pressure and the residue purified by column chromato...